This data is from the Open Reaction Database (ORD), a public repository of structured organic reaction records. The task is: describe an organic reaction: reactants, conditions, products, and yield Reactants: CC[O-].[Na+] (sodium ethylate), COC(=O)C=1C=C(C2=C3C=CC=NC3=C(C=C2N1)OC)Cl (1-chloro-6-methoxy-4,7-phenanthroline-3-carboxylic acid methyl ester), O (water). The solvent is CN(C=O)C (N,N-dimethylformamide). The product is COC(=O)C=1C=C(C2=C3C=CC=NC3=C(C=C2N1)OC)OCC (1-ethoxy-6-methoxy-4,7-phenanthroline-3-carboxylic acid methyl ester). As a reaction SMILES: [CH3:1][CH2:2][O-:3].[Na+].[CH3:5][O:6][C:7]([C:9]1[CH:10]=[C:11](Cl)[C:12]2[C:21]([N:22]=1)=[CH:20][C:19]([O:23][CH3:24])=[C:18]1[C:13]=2[CH:14]=[CH:15][CH:16]=[N:17]1)=[O:8].O>CN(C)C=O>[CH3:5][O:6][C:7]([C:9]1[CH:10]=[C:11]([O:3][CH2:2][CH3:1])[C:12]2[C:21]([N:22]=1)=[CH:20][C:19]([O:23][CH3:24])=[C:18]1[C:13]=2[CH:14]=[CH:15][CH:16]=[N:17]1)=[O:8] |f:0.1|. Procedure: 2 g of sodium ethylate are added to a solution of 6.2 g of 1-chloro-6-methoxy-4,7-phenanthroline-3-carboxylic acid methyl ester in 100 ml of anhydrous N,N-dimethylformamide and the mixture is heated, whilst stirring and with the exclusion of water, for 10 hours at 100°. The solution is then evaporated to dryness in vacuo, the residue is divided between three times 200 ml of chloroform and 200 ml of water, the organic phases are dried over sodium sulphate and evaporated to dryness in vacuo. By fr... The reactants are OCCBr, O=C([O-])[O-], CCOc1ccc2c(=O)c(C(=O)O)c[nH]c2n1, CN(C)C=O, [K+], [K+]. The product is CCOc1ccc2c(=O)c(C(=O)O)cn(CCO)c2n1. Reaction SMILES: [Br:18][CH2:19][CH2:20][OH:21].[C:22](=[O:23])([O-:24])[O-:25].[CH2:1]([CH3:2])[O:3][c:4]1[cH:5][cH:6][c:7]2[c:8](=[O:17])[c:9]([C:14](=[O:15])[OH:16])[cH:10][nH:11][c:12]2[n:13]1.[CH3:28][N:29]([CH3:30])[CH:31]=[O:32].[K+:26].[K+:27]>>[CH2:1]([CH3:2])[O:3][c:4]1[cH:5][cH:6][c:7]2[c:8](=[O:17])[c:9]([C:14](=[O:15])[OH:16])[cH:10][n:11]([CH2:19][CH2:20][OH:21])[c:12]2[n:13]1. Reactants: ClC1=CC=C(C=C1)C1(N=C(N(C1(C)C1=CC=C(C=C1)Cl)C(=O)Cl)C1=C(C=C(C=C1)S(=O)(=O)N1CCCC1)OCC)C (rac-(4S*,5R*)-4,5-bis-(4-chloro-phenyl)-2-[2-ethoxy-4-(pyrrolidine-1-sulfonyl)-phenyl]-4,5-dimethyl-4,5-dihydro-imidazole-1-carbonyl chloride), Cl.Cl.N1(CCNCC1)CCNS(=O)(=O)C (N-(2-piperazin-1-yl-ethyl)-methanesulfonamide dihydrochloride). Yields the product ClC1=CC=C(C=C1)[C@@]1(N=C(N([C@]1(C)C1=CC=C(C=C1)Cl)C(=O)N1CCN(CC1)CCNS(=O)(=O)C)C1=C(C=C(C=C1)S(=O)(=O)N1CCCC1)OCC)C (N-[2-(4-{(4S,5R)-4,5-Bis-(4-chloro-phenyl)-2-[2-ethoxy-4-(pyrrolidine-1-sulfonyl)-phenyl]-4,5-dimethyl-4,5-dihydro-imidazole-1-carbonyl}-piperazin-1-yl)-ethyl]-methanesulfonamide). Reaction SMILES: [Cl:1][C:2]1[CH:7]=[CH:6][C:5]([C:8]2([CH3:41])[C:12]([C:14]3[CH:19]=[CH:18][C:17]([Cl:20])=[CH:16][CH:15]=3)([CH3:13])[N:11]([C:21](Cl)=[O:22])[C:10]([C:24]3[CH:29]=[CH:28][C:27]([S:30]([N:33]4[CH2:37][CH2:36][CH2:35][CH2:34]4)(=[O:32])=[O:31])=[CH:26][C:25]=3[O:38][CH2:39][CH3:40])=[N:9]2)=[CH:4][CH:3]=1.Cl.Cl.[N:44]1([CH2:50][CH2:51][NH:52][S:53]([CH3:56])(=[O:55])=[O:54])[CH2:49][CH2:48][NH:47][CH2:46][CH2:45]1>>[Cl:1][C:2]1[CH:3]=[CH:4][C:5]([C@@:8]2([CH3:41])[C@:12]([C:14]3[CH:19]=[CH:18][C:17]([Cl:20])=[CH:16][CH:15]=3)([CH3:13])[N:11]([C:21]([N:47]3[CH2:48][CH2:49][N:44]([CH2:50][CH2:51][NH:52][S:53]([CH3:56])(=[O:55])=[O:54])[CH2:45][CH2:46]3)=[O:22])[C:10]([C:24]3[CH:29]=[CH:28][C:27]([S:30]([N:33]4[CH2:34][CH2:35][CH2:36][CH2:37]4)(=[O:31])=[O:32])=[CH:26][C:25]=3[O:38][CH2:39][CH3:40])=[N:9]2)=[CH:6][CH:7]=1 |f:1.2.3|. Procedure details: In a manner analogous to the method described in example 5, rac-(4S*,5R*)-4,5-bis-(4-chloro-phenyl)-2-[2-ethoxy-4-(pyrrolidine-1-sulfonyl)-phenyl]-4,5-dimethyl-4,5-dihydro-imidazole-1-carbonyl chloride was reacted with N-(2-piperazin-1-yl-ethyl)-methanesulfonamide dihydrochloride (prepared as described in Fotouhi, N. et al. WO 2005110996) to give the title compound as a racemic mixture. The enantiomers were then separated by supercritical fluid chromatography (Berger Instrument Multi-Gram II, Da... Starting materials: [Na+], O=[N+]([O-])[O-], O=S(=O)(O)O, CCOC(=O)C(C)(C)c1cc2ccccc2[nH]1. The product is CCOC(=O)C(C)(C)c1cc2cc([N+](=O)[O-])ccc2[nH]1. As a reaction SMILES: [Na+:18].[O-:19][N+:20]([O-:21])=[O:22].[S:23](=[O:24])(=[O:25])([OH:26])[OH:27].[nH:1]1[c:2]([C:10]([C:11](=[O:12])[O:13][CH2:14][CH3:15])([CH3:16])[CH3:17])[cH:3][c:4]2[cH:5][cH:6][cH:7][cH:8][c:9]12>>[nH:1]1[c:2]([C:10]([C:11](=[O:12])[O:13][CH2:14][CH3:15])([CH3:16])[CH3:17])[cH:3][c:4]2[cH:5][c:6]([N+:20](=[O:19])[O-:21])[cH:7][cH:8][c:9]12. Reactants: CO, COC(=O)Cc1ccc(Cl)c([N+](=O)[O-])c1, Cl. The product is COC(=O)Cc1ccc(Cl)c(N)c1. Reaction SMILES: [CH3:17][OH:18].[Cl:1][c:2]1[c:3]([N+:13]([O-:14])=[O:15])[cH:4][c:5]([CH2:8][C:9](=[O:10])[O:11][CH3:12])[cH:6][cH:7]1.[ClH:16]>>[Cl:1][c:2]1[c:3]([NH2:13])[cH:4][c:5]([CH2:8][C:9](=[O:10])[O:11][CH3:12])[cH:6][cH:7]1. Reactants: Cc1cccc(C)c1C=O, CO, O=c1[nH]c2ccccc2n1C1CCN(C2CCNCC2)CC1. Yields the product Cc1cccc(C)c1CN1CCC(N2CCC(n3c(=O)[nH]c4ccccc43)CC2)CC1. RXN SMILES: [CH3:23][c:24]1[c:25]([CH:26]=[O:27])[c:28]([CH3:32])[cH:29][cH:30][cH:31]1.[CH3:33][OH:34].[NH:1]1[CH2:2][CH2:3][CH:4]([N:7]2[CH2:8][CH2:9][CH:10]([n:13]3[c:14](=[O:22])[nH:15][c:16]4[c:17]3[cH:18][cH:19][cH:20][cH:21]4)[CH2:11][CH2:12]2)[CH2:5][CH2:6]1>>[N:1]1([CH2:26][c:25]2[c:24]([CH3:23])[cH:31][cH:30][cH:29][c:28]2[CH3:32])[CH2:2][CH2:3][CH:4]([N:7]2[CH2:8][CH2:9][CH:10]([n:13]3[c:14](=[O:22])[nH:15][c:16]4[c:17]3[cH:18][cH:19][cH:20][cH:21]4)[CH2:11][CH2:12]2)[CH2:5][CH2:6]1.